This data is from the Open Reaction Database (ORD), a public repository of structured organic reaction records. The task is: describe an organic reaction: reactants, conditions, products, and yield Starting materials: Cc1cc(I)ccc1Nc1cc(F)ccc1C(=O)NOCCCO[Si](C)(C)C(C)(C)C, CO, [Na+], O=C([O-])O, O, O=S(=O)(O)O. Product: Cc1cc(I)ccc1Nc1cc(F)ccc1C(=O)NOCCCO. As a reaction SMILES: [C:1]([Si:2]([CH3:3])([CH3:4])[O:6][CH2:7][CH2:8][CH2:9][O:10][NH:11][C:12]([c:13]1[c:14]([NH:20][c:21]2[c:22]([CH3:28])[cH:23][c:24]([I:27])[cH:25][cH:26]2)[cH:15][c:16]([F:19])[cH:17][cH:18]1)=[O:29])([CH3:5])([CH3:30])[CH3:31].[CH3:43][OH:44].[Na+:41].[O-:37][C:38]([OH:39])=[O:40].[OH2:42].[S:32](=[O:33])(=[O:34])([OH:35])[OH:36]>>[OH:6][CH2:7][CH2:8][CH2:9][O:10][NH:11][C:12]([c:13]1[c:14]([NH:20][c:21]2[c:22]([CH3:28])[cH:23][c:24]([I:27])[cH:25][cH:26]2)[cH:15][c:16]([F:19])[cH:17][cH:18]1)=[O:29].